This data is from the Open Reaction Database (ORD), a public repository of structured organic reaction records. The task is: describe an organic reaction: reactants, conditions, products, and yield The reactants are C(C1=CC=CC=C1)ON1C(N(C2=C(C1=O)C=C(C(=N2)Cl)F)CC)=O (3-benzyloxy-7-chloro-1-ethyl-6-fluoro-1H-pyrido[2,3-d]-pyrimidine-2,4-dione), N1CCCC1 (pyrrolidine). Isolated yield 74.3%. Yields the product C(C1=CC=CC=C1)ON1C(N(C2=C(C1=O)C=C(C(=N2)N2CCCC2)F)CC)=O (3-Benzyloxy-1-ethyl-6-fluoro-7-pyrrolidinyl-1H-pyrido[2,3-d]pyrimidine-2,4-dione). Procedure details: To a solution of 3-benzyloxy-7-chloro-1-ethyl-6-fluoro-1H-pyrido[2,3-d]-pyrimidine-2,4-dione (Example N-2, 146 mg, 0.42 mmol) in dichloromethane (3 mL) was added pyrrolidine (0.070 mL, 0.84 mmol) and the mixture was stirred at room temperature for 10 minutes. The reaction was diluted with dichloromethane (10 mL). The organic phase was washed with saturated aqueous sodium bicarbonate, dried on MgSO4, and concentrated. Washing the solid residue with hexane afforded 120 mg of the title compound as ... Reaction SMILES: [CH2:1]([O:8][N:9]1[C:14](=[O:15])[C:13]2[CH:16]=[C:17]([F:21])[C:18](Cl)=[N:19][C:12]=2[N:11]([CH2:22][CH3:23])[C:10]1=[O:24])[C:2]1[CH:7]=[CH:6][CH:5]=[CH:4][CH:3]=1.[NH:25]1[CH2:29][CH2:28][CH2:27][CH2:26]1>ClCCl>[CH2:1]([O:8][N:9]1[C:14](=[O:15])[C:13]2[CH:16]=[C:17]([F:21])[C:18]([N:25]3[CH2:29][CH2:28][CH2:27][CH2:26]3)=[N:19][C:12]=2[N:11]([CH2:22][CH3:23])[C:10]1=[O:24])[C:2]1[CH:7]=[CH:6][CH:5]=[CH:4][CH:3]=1. Conditions: time 10 minute. The solvent is ClCCl (dichloromethane), ClCCl (dichloromethane).